From a dataset of the Open Reaction Database (ORD), a public repository of structured organic reaction records. describe an organic reaction: reactants, conditions, products, and yield Starting materials: C1CCOC1, CC1CN(C(c2ccccc2)c2ccc(C#Cc3ccccc3)cc2)CCN1CC(=O)OC(C)(C)C, CO, [Li+], [OH-], O, O. The product is CC1CN(C(c2ccccc2)c2ccc(C#Cc3ccccc3)cc2)CCN1CC(=O)O. RXN SMILES: [CH2:40]1[O:41][CH2:42][CH2:43][CH2:44]1.[CH3:1][CH:2]1[N:3]([CH2:29][C:30](=[O:31])[O:32][C:33]([CH3:34])([CH3:35])[CH3:36])[CH2:4][CH2:5][N:6]([CH:8]([c:9]2[cH:10][cH:11][c:12]([C:15]#[C:16][c:17]3[cH:18][cH:19][cH:20][cH:21][cH:22]3)[cH:13][cH:14]2)[c:23]2[cH:24][cH:25][cH:26][cH:27][cH:28]2)[CH2:7]1.[CH3:45][OH:46].[Li+:39].[OH-:38].[OH2:37].[OH2:47]>>[CH3:1][CH:2]1[N:3]([CH2:29][C:30](=[O:31])[OH:32])[CH2:4][CH2:5][N:6]([CH:8]([c:9]2[cH:10][cH:11][c:12]([C:15]#[C:16][c:17]3[cH:18][cH:19][cH:20][cH:21][cH:22]3)[cH:13][cH:14]2)[c:23]2[cH:24][cH:25][cH:26][cH:27][cH:28]2)[CH2:7]1.